Task: describe an organic reaction: reactants, conditions, products, and yield. Dataset: the Open Reaction Database (ORD), a public repository of structured organic reaction records Reactants: CO, COC(=O)c1cnc2c(c1)N(S(=O)(=O)N1CCC(C(F)(F)F)CC1)CCO2, [Li+], [OH-], O, O. Yields the product O=C(O)c1cnc2c(c1)N(S(=O)(=O)N1CCC(C(F)(F)F)CC1)CCO2. Reaction SMILES: [CH3:32][OH:33].[F:1][C:2]([CH:3]1[CH2:4][CH2:5][N:6]([S:9](=[O:10])(=[O:11])[N:12]2[c:13]3[c:14]([n:18][cH:19][c:20]([C:22](=[O:23])[O:24][CH3:25])[cH:21]3)[O:15][CH2:16][CH2:17]2)[CH2:7][CH2:8]1)([F:26])[F:27].[Li+:30].[OH-:29].[OH2:28].[OH2:31]>>[F:1][C:2]([CH:3]1[CH2:4][CH2:5][N:6]([S:9](=[O:10])(=[O:11])[N:12]2[c:13]3[c:14]([n:18][cH:19][c:20]([C:22](=[O:23])[OH:24])[cH:21]3)[O:15][CH2:16][CH2:17]2)[CH2:7][CH2:8]1)([F:26])[F:27]. The reactants are C(C1=CC=CC=C1)OC([C@H]1N(CCC1)C([C@@H](NC([C@H]1NCCC1)=O)C)=O)=O (L-prolyl-L-alanyl-L-proline benzyl ester), C(C)O (ethanol), [H][H] (hydrogen). Yields the product N1[C@H](C(=O)N[C@@H](C)C(=O)N2[C@H](C(=O)O)CCC2)CCC1 (L-prolyl-L-alanyl-L-proline). As a reaction SMILES: C([O:8][C:9](=[O:27])[C@@H:10]1[CH2:14][CH2:13][CH2:12][N:11]1[C:15](=[O:26])[C@H:16]([CH3:25])[NH:17][C:18](=[O:24])[C@@H:19]1[CH2:23][CH2:22][CH2:21][NH:20]1)C1C=CC=CC=1.C(O)C.[H][H]>>[NH:20]1[CH2:21][CH2:22][CH2:23][C@H:19]1[C:18]([NH:17][C@H:16]([C:15]([N:11]1[CH2:12][CH2:13][CH2:14][C@H:10]1[C:9]([OH:27])=[O:8])=[O:26])[CH3:25])=[O:24]. Reported procedure: Into a Parr flask flushed with argon containing 450 mg of 10% palladium on charcoal catalyst was added a solution of Ac-L-prolyl-L-alanyl-L-proline benzyl ester in (1.0 g, 2.41 mmol) absolute ethanol (100 ml). The contents were shaken under 40 psi of hydrogen overnight at room temperature. The mixture was filtered through celite and the filtrate concentrated on a rotary evaporator to give crude Ac-L-prolyl-L-alanyl-L-proline which was crystallizedfrom tetrahydrofuran-methanol-ether to give the d...